This data is from the Open Reaction Database (ORD), a public repository of structured organic reaction records. The task is: describe an organic reaction: reactants, conditions, products, and yield Starting materials: CC1(OC2=C(O1)C=CC(=C2)C(=O)C2=CNC1=CC=CC=C21)C2=CC=C(C=C2)CC(C)C ((-)-3-([2-Methyl-2-(4-[2-methylpropyl]phenyl)-1,3-benzodioxolan-5-yl]carbonyl)indole), C([O-])([O-])=O.[K+].[K+] (potassium carbonate), BrCCCC(=O)OCC (ethyl 4-bromobutyrate). Solvent: CC(CC)=O (2-butanone). Yields the product CC1(OC2=C(O1)C=CC(=C2)C(=O)C2=CN(C1=CC=CC=C21)CCCC(=O)OCC)C2=CC=C(C=C2)CC(C)C ((-)-Ethyl 4-[3-([2-methyl-2-(4-[2-methylpropyl]-phenyl)-1,3-benzodioxolan-5-yl]carbonyl)indol-1-yl]butanoate). The yield is 87.0%. Reaction SMILES: [CH3:1][C:2]1([C:22]2[CH:27]=[CH:26][C:25]([CH2:28][CH:29]([CH3:31])[CH3:30])=[CH:24][CH:23]=2)[O:6][C:5]2[CH:7]=[CH:8][C:9]([C:11]([C:13]3[C:21]4[C:16](=[CH:17][CH:18]=[CH:19][CH:20]=4)[NH:15][CH:14]=3)=[O:12])=[CH:10][C:4]=2[O:3]1.C(=O)([O-])[O-].[K+].[K+].Br[CH2:39][CH2:40][CH2:41][C:42]([O:44][CH2:45][CH3:46])=[O:43]>CC(=O)CC>[CH3:1][C:2]1([C:22]2[CH:23]=[CH:24][C:25]([CH2:28][CH:29]([CH3:31])[CH3:30])=[CH:26][CH:27]=2)[O:6][C:5]2[CH:7]=[CH:8][C:9]([C:11]([C:13]3[C:21]4[C:16](=[CH:17][CH:18]=[CH:19][CH:20]=4)[N:15]([CH2:39][CH2:40][CH2:41][C:42]([O:44][CH2:45][CH3:46])=[O:43])[CH:14]=3)=[O:12])=[CH:10][C:4]=2[O:3]1 |f:1.2.3|. Procedure: A mixture of the compound of part (d) (2.88 g), potassium carbonate (3.9 g), ethyl 4-bromobutyrate (1.7 g) and 2-butanone (25 ml) was heated under reflux for 5 hours. The mixture was cooled, filtered and the filtrate evaporated to give a viscous gum which was purified by flash chromatography (silica, 9:1 hexane/ethyl acetate) to provide the title compound as a clear gum (3.2 g).